This data is from the Open Reaction Database (ORD), a public repository of structured organic reaction records. The task is: describe an organic reaction: reactants, conditions, products, and yield Starting materials: O=C1CC2(CCCOC2)Oc2ccc(Br)cc21, [Cu]I, Cl[Pd]Cl, c1ccc(P(c2ccccc2)c2ccccc2)cc1, C#Cc1ccccc1, c1ccc(P(c2ccccc2)c2ccccc2)cc1, c1ccc(P(c2ccccc2)c2ccccc2)cc1. The product is O=C1CC2(CCCOC2)Oc2ccc(C#Cc3ccccc3)cc21. As a reaction SMILES: [Br:1][c:2]1[cH:3][c:4]2[c:9]([cH:10][cH:11]1)[O:8][C:7]1([CH2:6][C:5]2=[O:17])[CH2:12][O:13][CH2:14][CH2:15][CH2:16]1.[Cu:45][I:46].[Pd:47]([Cl:48])[Cl:49].[c:18]1([P:19]([c:20]2[cH:21][cH:22][cH:23][cH:24][cH:25]2)[c:26]2[cH:27][cH:28][cH:29][cH:30][cH:31]2)[cH:32][cH:33][cH:34][cH:35][cH:36]1.[c:37]1([C:43]#[CH:44])[cH:38][cH:39][cH:40][cH:41][cH:42]1.[c:50]1([P:51]([c:52]2[cH:53][cH:54][cH:55][cH:56][cH:57]2)[c:58]2[cH:59][cH:60][cH:61][cH:62][cH:63]2)[cH:64][cH:65][cH:66][cH:67][cH:68]1.[c:69]1([P:70]([c:71]2[cH:72][cH:73][cH:74][cH:75][cH:76]2)[c:77]2[cH:78][cH:79][cH:80][cH:81][cH:82]2)[cH:83][cH:84][cH:85][cH:86][cH:87]1>>[c:2]1([C:44]#[C:43][c:37]2[cH:38][cH:39][cH:40][cH:41][cH:42]2)[cH:3][c:4]2[c:9]([cH:10][cH:11]1)[O:8][C:7]1([CH2:6][C:5]2=[O:17])[CH2:12][O:13][CH2:14][CH2:15][CH2:16]1. The reactants are O=C1CCC(=O)N1Br, ClCCl, N#Cc1nn(-c2c(Cl)cc(C(F)(F)F)cc2Cl)c(N)c1C=O, [Na+], [OH-], SCCCS. Yields the product N#Cc1nn(-c2c(Cl)cc(C(F)(F)F)cc2Cl)c(N)c1C1SCCCS1. Reaction SMILES: [Br:23][N:24]1[C:25](=[O:26])[CH2:27][CH2:28][C:29]1=[O:30].[Cl:38][CH2:39][Cl:40].[NH2:1][c:2]1[c:3]([CH:21]=[O:22])[c:4]([C:19]#[N:20])[n:5][n:6]1-[c:7]1[c:8]([Cl:18])[cH:9][c:10]([C:14]([F:15])([F:16])[F:17])[cH:11][c:12]1[Cl:13].[Na+:37].[OH-:36].[SH:31][CH2:32][CH2:33][CH2:34][SH:35]>>[NH2:1][c:2]1[c:3]([CH:21]2[S:31][CH2:32][CH2:33][CH2:34][S:35]2)[c:4]([C:19]#[N:20])[n:5][n:6]1-[c:7]1[c:8]([Cl:18])[cH:9][c:10]([C:14]([F:15])([F:16])[F:17])[cH:11][c:12]1[Cl:13]. The reactants are C(C)(C)(C)OC(NCC1=CC(=CC=C1)Cl)=O ((3-chloro-benzyl)-carbamic acid tert-butyl ester), [H-].[Na+] (NaH), oil, ClC1=NC(=CN=C1)Cl (2,6-dichloro-pyrazine), C(C)(=O)OCC (Ethyl Acetate). Run in CN(C)C=O (DMF). Product: C(C)(C)(C)OC(N(C1=NC(=CN=C1)Cl)CC1=CC(=CC=C1)Cl)=O ((3-Chloro-benzyl)-(6-chloro-pyrazin-2-yl)-carbamic acid tert-butyl ester). As a reaction SMILES: [C:1]([O:5][C:6](=[O:16])[NH:7][CH2:8][C:9]1[CH:14]=[CH:13][CH:12]=[C:11]([Cl:15])[CH:10]=1)([CH3:4])([CH3:3])[CH3:2].[H-].[Na+].[Cl:19][C:20]1[CH:25]=[N:24][CH:23]=[C:22](Cl)[N:21]=1.C(OCC)(=O)C>CN(C=O)C>[C:1]([O:5][C:6](=[O:16])[N:7]([CH2:8][C:9]1[CH:14]=[CH:13][CH:12]=[C:11]([Cl:15])[CH:10]=1)[C:22]1[CH:23]=[N:24][CH:25]=[C:20]([Cl:19])[N:21]=1)([CH3:4])([CH3:2])[CH3:3] |f:1.2|. Reported procedure: A solution of (3-chloro-benzyl)-carbamic acid tert-butyl ester (458 mg, 1.9 mmol) in DMF (20 mL) was treated with 60% NaH in mineral oil (152 mg, 3.79 mmol). The resulting mixture was stirred at room, temperature until the gas evolution ceased and 2,6-dichloro-pyrazine (282 mg, 1.89 mmol) was added. The reaction mixture was stirred at 80° C. until the LC/MS indicated the reaction was complete. The reaction mixture was cooled and poured into Ethyl Acetate and washed with H2O and brine. The organi... Starting materials: BrC1(C(C2=CC=CC(=C2C1=O)C1=CC=CC=C1)=O)C1=CC=C(C=C1)Cl (2-bromo-2-(p-chlorophenyl)-4-phenylindane-1,3-dione), O (water). Reagents/catalysts: [N+](=O)([O-])[O-].[Ag+] (silver nitrate). Yields the product ClC1=CC=C(C=C1)C1(C(C2=CC=CC(=C2C1=O)C1=CC=CC=C1)=O)O (2-(p-chlorophenyl)-2-hydroxy-4-phenylindane-1,3-dione). Reaction SMILES: Br[C:2]1([C:19]2[CH:24]=[CH:23][C:22]([Cl:25])=[CH:21][CH:20]=2)[C:10](=[O:11])[C:9]2[C:4](=[CH:5][CH:6]=[CH:7][C:8]=2[C:12]2[CH:17]=[CH:16][CH:15]=[CH:14][CH:13]=2)[C:3]1=[O:18].[OH2:26]>[N+]([O-])([O-])=O.[Ag+]>[Cl:25][C:22]1[CH:21]=[CH:20][C:19]([C:2]2([OH:26])[C:10](=[O:11])[C:9]3[C:4](=[CH:5][CH:6]=[CH:7][C:8]=3[C:12]3[CH:13]=[CH:14][CH:15]=[CH:16][CH:17]=3)[C:3]2=[O:18])=[CH:24][CH:23]=1 |f:2.3|. Procedure details: A mixture of 2-bromo-2-(p-chlorophenyl)-4-phenylindane-1,3-dione (0.3 g), silver nitrate (0.15 g) ethanol (3 ml) and water (3 ml) was heated under reflux for 2 hours. After cooling, the precipitated solid was filtered off. The solvent was removed from the filtrate under reduced pressure and the residual solid was chromatographed in silica. Recrystallisation from ethanol-water of the fraction eluted with ethyl acetate afforded 2-(p-chlorophenyl)-2-hydroxy-4-phenylindane-1,3-dione, m.p. 161-163.